This data is from the Open Reaction Database (ORD), a public repository of structured organic reaction records. The task is: describe an organic reaction: reactants, conditions, products, and yield The reactants are CC1C(=O)CCC1=O, Cc1ccccc1, Nc1ccc(C2=NNC(=O)CC2)cc1, O, O, Cc1ccc(S(=O)(=O)O)cc1. Product: CC1=C(Nc2ccc(C3=NNC(=O)CC3)cc2)CCC1=O. Reaction SMILES: [CH3:15][CH:16]1[C:17](=[O:22])[CH2:18][CH2:19][C:20]1=[O:21].[CH3:36][c:37]1[cH:38][cH:39][cH:40][cH:41][cH:42]1.[NH2:1][c:2]1[cH:3][cH:4][c:5]([C:8]2=[N:13][NH:12][C:11](=[O:14])[CH2:10][CH2:9]2)[cH:6][cH:7]1.[OH2:23].[OH2:35].[c:24]1([CH3:25])[cH:26][cH:27][c:28]([S:29]([OH:30])(=[O:31])=[O:32])[cH:33][cH:34]1>>[NH:1]([c:2]1[cH:3][cH:4][c:5]([C:8]2=[N:13][NH:12][C:11](=[O:14])[CH2:10][CH2:9]2)[cH:6][cH:7]1)[C:17]1=[C:16]([CH3:15])[C:20](=[O:21])[CH2:19][CH2:18]1. Starting materials: C(CCC)C=1N(C(N(N1)C1=C(C=CC=C1)C(F)(F)F)=O)CC1=CC=C(C=C1)C1=C(C=CC=C1)S(N)(=O)=O (5-n-Butyl-2,4-dihydro-4-[(2'-sulfamoylbiphenyl-4-yl)methyl]-2-[2-(trifluoromethyl)phenyl]-3H-1,2,4-triazol-3-one), C1(=CC=CC=C1)S(=O)(=O)Cl (benzenesulfonyl chloride). Conditions: temperature 60 celsius. Yields the product C1(=CC=CC=C1)S(=O)(=O)NS(=O)(=O)C1=C(C=CC=C1)C1=CC=C(C=C1)CN1C(N(N=C1CCCC)C1=C(C=CC=C1)C(F)(F)F)=O (4-[[2'-[N-(Benzenesulfonyl)sulfamoyl]biphenyl-4-yl]methyl]-5-n-butyl-2,4-dihydro-2-[2-(trifluoromethyl)phenyl]-3H-1,2,4-triazol-3-one). Reaction SMILES: [CH2:1]([C:5]1[N:6]([CH2:21][C:22]2[CH:27]=[CH:26][C:25]([C:28]3[CH:33]=[CH:32][CH:31]=[CH:30][C:29]=3[S:34](=[O:37])(=[O:36])[NH2:35])=[CH:24][CH:23]=2)[C:7](=[O:20])[N:8]([C:10]2[CH:15]=[CH:14][CH:13]=[CH:12][C:11]=2[C:16]([F:19])([F:18])[F:17])[N:9]=1)[CH2:2][CH2:3][CH3:4].[C:38]1([S:44](Cl)(=[O:46])=[O:45])[CH:43]=[CH:42][CH:41]=[CH:40][CH:39]=1>>[C:38]1([S:44]([NH:35][S:34]([C:29]2[CH:30]=[CH:31][CH:32]=[CH:33][C:28]=2[C:25]2[CH:26]=[CH:27][C:22]([CH2:21][N:6]3[C:5]([CH2:1][CH2:2][CH2:3][CH3:4])=[N:9][N:8]([C:10]4[CH:15]=[CH:14][CH:13]=[CH:12][C:11]=4[C:16]([F:19])([F:18])[F:17])[C:7]3=[O:20])=[CH:23][CH:24]=2)(=[O:37])=[O:36])(=[O:46])=[O:45])[CH:43]=[CH:42][CH:41]=[CH:40][CH:39]=1. Reported procedure: The title compound was prepared from 5-n-butyl-2,4-dihydro-4-[(2'-sulfamoylbiphenyl-4-yl)methyl]-2-[2-(trifluoromethyl)phenyl]-3H-1,2,4-triazol-3-one (from Example 13, Step C) according to the procedure of Example 14, except that a total of 2.4 equivalents of benzenesulfonyl chloride was used, and the mixture was heated at 60° C. for 4 hours. The crude produce was purified by flash chromotography on silica gel (gradient elution with 0.5-5% MeOH in CH2Cl2). The residue from evaporation of the pro... Reactants: C(CCCC)[Mg]Br (pentylmagnesium bromide), Cl.ClC1=CC=NC=C1 (4-chloropyridine hydrochloride), ClC(=O)OC1=CC=CC=C1 (phenyl chloroformate). Run at temperature -78 celsius, time 20 minute. Reported procedure: To a stirred mixture of 4-chloropyridine hydrochloride (3 g, 20 mmol) in 200 mL of THF at −78° C. was added 24 mL (48 mmol) of pentylmagnesium bromide (2M soln in ether) slowly dropwise. After being stirred at −78° C. for 20 minutes, phenyl chloroformate (2.51 mL, 20 mmol) was added and the mixture was stirred for 30 minutes at −78° C. The cooling bath was removed and the reaction mixture was allowed to stir while slowly warming to room temperature. Aqueous 20% NH4Cl (50 mL) and ether (80 mL) we... Run in C1CCOC1 (THF). As a reaction SMILES: Cl.[Cl:2][C:3]1[CH:8]=[CH:7][N:6]=[CH:5][CH:4]=1.[CH2:9]([Mg]Br)[CH2:10][CH2:11][CH2:12][CH3:13].Cl[C:17]([O:19][C:20]1[CH:25]=[CH:24][CH:23]=[CH:22][CH:21]=1)=[O:18]>C1COCC1>[Cl:2][C:3]1[CH:8]=[CH:7][N:6]([C:17]([O:19][C:20]2[CH:25]=[CH:24][CH:23]=[CH:22][CH:21]=2)=[O:18])[CH:5]([CH2:9][CH2:10][CH2:11][CH2:12][CH3:13])[CH:4]=1 |f:0.1|. Yields the product ClC1=CC(N(C=C1)C(=O)OC1=CC=CC=C1)CCCCC (4-Chloro-1-(phenoxycarbonyl)-2-n-pentyl-1,2-dihydropyridine). The reactants are ( I ), ClCCN1CCOCC1 (N-(2-chloroethyl)-morpholine), C(C)(=O)N1CCC(CC1)N(C(=O)NC=1SC(=CN1)SC#N)C1CCCCC1 (1-(1-acetyl-piperidin-4-yl)-1-cyclohexyl-3-(5-thiocyanato-thiazol-2-yl)-urea), SC[C@H](O)[C@H](O)CS (dithioerythritol). Product: C(C)(=O)N1CCC(CC1)N(C(=O)NC=1SC(=CN1)SCCN1CCOCC1)C1CCCCC1 (1-(1-Acetyl-piperidin-4-yl)-1-cyclohexyl-3-[5-(2-morpholin-4-yl-ethylsulfanyl)-thiazol-2-yl]-urea). RXN SMILES: [C:1]([N:4]1[CH2:9][CH2:8][CH:7]([N:10]([CH:22]2[CH2:27][CH2:26][CH2:25][CH2:24][CH2:23]2)[C:11]([NH:13][C:14]2[S:15][C:16]([S:19]C#N)=[CH:17][N:18]=2)=[O:12])[CH2:6][CH2:5]1)(=[O:3])[CH3:2].SC[C@@H]([C@@H](CS)O)O.Cl[CH2:37][CH2:38][N:39]1[CH2:44][CH2:43][O:42][CH2:41][CH2:40]1>>[C:1]([N:4]1[CH2:9][CH2:8][CH:7]([N:10]([CH:22]2[CH2:23][CH2:24][CH2:25][CH2:26][CH2:27]2)[C:11]([NH:13][C:14]2[S:15][C:16]([S:19][CH2:37][CH2:38][N:39]3[CH2:44][CH2:43][O:42][CH2:41][CH2:40]3)=[CH:17][N:18]=2)=[O:12])[CH2:6][CH2:5]1)(=[O:3])[CH3:2]. Procedure details: Prepared as described in general procedure (H) and (I) using 1-(1-acetyl-piperidin-4-yl)-1-cyclohexyl-3-(5-thiocyanato-thiazol-2-yl)-urea, dithioerythritol and N-(2-chloroethyl)-morpholine